Dataset: the Open Reaction Database (ORD), a public repository of structured organic reaction records. Task: describe an organic reaction: reactants, conditions, products, and yield The reactants are C(C=C)Br (Allyl bromide), CC(C(=O)OC)(CC1=CC=C(C=C1)O)C (methyl 2,2-dimethyl-3-(4-hydroxyphenyl)propionate), C([O-])([O-])=O.[K+].[K+] (potassium carbonate). Run in CC(CC)=O (butan-2-one). The product is CC(C(=O)OC)(CC1=CC=C(C=C1)OCC=C)C (methyl 2,2-dimethyl-3-(4-allyloxyphenyl)propionate). RXN SMILES: [CH2:1](Br)[CH:2]=[CH2:3].[CH3:5][C:6]([CH3:19])([CH2:11][C:12]1[CH:17]=[CH:16][C:15]([OH:18])=[CH:14][CH:13]=1)[C:7]([O:9][CH3:10])=[O:8].C(=O)([O-])[O-].[K+].[K+]>CC(=O)CC>[CH3:5][C:6]([CH3:19])([CH2:11][C:12]1[CH:13]=[CH:14][C:15]([O:18][CH2:3][CH:2]=[CH2:1])=[CH:16][CH:17]=1)[C:7]([O:9][CH3:10])=[O:8] |f:2.3.4|. Procedure: Allyl bromide (0.66 ml) was added to a stirred suspension of methyl 2,2-dimethyl-3-(4-hydroxyphenyl)propionate (1.41 g) and potassium carbonate (1.08 g) in butan-2-one (12 ml). The reaction mixture was heated at reflux for 19 hours, cooled, and filtered. The filtrate was evaporated to give methyl 2,2-dimethyl-3-(4-allyloxyphenyl)propionate (1.59 g) as an oil; NMR(CDCl3): 1.17(6H,s), 2.78(2H,s), 3.65(3H,s), 4.50(2H,m), 5.33(2H,m), 6.02(1H,m), 6.70(2H,m) and 7.00(2H,m); m/z 248(M+). The reactants are ClC1=CC(=NC=N1)N (6-chloropyrimidin-4-amine), CN(C)C=O (DMF), CCOC(=O)C (EtOAc). The reagents and catalysts are [C-]#N.[Zn+2].[C-]#N (zinc (II) cyanide), C=1C=CC(=CC1)[P](C=2C=CC=CC2)(C=3C=CC=CC3)[Pd]([P](C=4C=CC=CC4)(C=5C=CC=CC5)C=6C=CC=CC6)([P](C=7C=CC=CC7)(C=8C=CC=CC8)C=9C=CC=CC9)[P](C=1C=CC=CC1)(C=1C=CC=CC1)C=1C=CC=CC1 (tetrakis(triphenylphosphine)palladium(0)). Reaction conditions: temperature 120 celsius. Yields the product NC1=CC(=NC=N1)C#N (6-Aminopyrimidine-4-carbonitrile). Isolated yield 21.0%. Reaction SMILES: Cl[C:2]1[N:7]=[CH:6][N:5]=[C:4]([NH2:8])[CH:3]=1.CCOC(C)=O.[CH3:15][N:16](C=O)C>[C-]#N.[Zn+2].[C-]#N.C1C=CC([P]([Pd]([P](C2C=CC=CC=2)(C2C=CC=CC=2)C2C=CC=CC=2)([P](C2C=CC=CC=2)(C2C=CC=CC=2)C2C=CC=CC=2)[P](C2C=CC=CC=2)(C2C=CC=CC=2)C2C=CC=CC=2)(C2C=CC=CC=2)C2C=CC=CC=2)=CC=1>[NH2:8][C:4]1[N:5]=[CH:6][N:7]=[C:2]([C:15]#[N:16])[CH:3]=1 |f:3.4.5,^1:28,30,49,68|. Reported procedure: A mixture of 6-chloropyrimidin-4-amine (3.0 g, 23 mmol), zinc (II) cyanide (5.4 g, 46 mmol) and tetrakis(triphenylphosphine)palladium(0) (1.3 g, 1.2 mmol) in dry DMF (50 mL) was heated to 120° C. under nitrogen atmosphere for 15 hours. EtOAc (100 mL) was added and the insoluble precipitate was removed by filtration. The filtrate was diluted with water (100 mL), and extracted with EtOAc (3×50 mL). The combined organic extract was washed with brine, dried over Na2SO4, and concentrated under reduce... The reactants are CC[SiH](CC)CC, ClCCl, COc1ccc2cc(O)c(C(C)(C)O)cc2c1, O=C(O)C(F)(F)F. Yields the product COc1ccc2cc(O)c(C(C)C)cc2c1. As a reaction SMILES: [CH2:18]([SiH:19]([CH2:20][CH3:21])[CH2:22][CH3:23])[CH3:24].[Cl:32][CH2:33][Cl:34].[OH:1][C:2]([CH3:3])([CH3:4])[c:5]1[c:6]([OH:17])[cH:7][c:8]2[cH:9][cH:10][c:11]([O:15][CH3:16])[cH:12][c:13]2[cH:14]1.[OH:25][C:26]([C:27]([F:28])([F:29])[F:30])=[O:31]>>[CH:2]([CH3:3])([CH3:4])[c:5]1[c:6]([OH:17])[cH:7][c:8]2[cH:9][cH:10][c:11]([O:15][CH3:16])[cH:12][c:13]2[cH:14]1. The reactants are N1C(=NC2=C1C=CC=C2)C2=NNC=C2N (3-(1H-benzimidazol-2-yl)-1H-pyrazol-4-ylamine), FC1=NC=CC=C1 (2-fluoropyridine). Solvent: Petroleum ether. Conditions: temperature 150 celsius, time 15 minute. Product: N1C(=NC2=C1C=CC=C2)C2=NNC=C2NC2=NC=CC=C2 ([3-(1H-benzimidazol-2-yl)-1H-pyrazol-4-yl]-pyridin-2-yl-amine). Isolated yield 5.8%. As a reaction SMILES: [NH:1]1[C:5]2[CH:6]=[CH:7][CH:8]=[CH:9][C:4]=2[N:3]=[C:2]1[C:10]1[C:14]([NH2:15])=[CH:13][NH:12][N:11]=1.F[C:17]1[CH:22]=[CH:21][CH:20]=[CH:19][N:18]=1>>[NH:3]1[C:4]2[CH:9]=[CH:8][CH:7]=[CH:6][C:5]=2[N:1]=[C:2]1[C:10]1[C:14]([NH:15][C:17]2[CH:22]=[CH:21][CH:20]=[CH:19][N:18]=2)=[CH:13][NH:12][N:11]=1. Reported procedure: A mixture of 3-(1H-benzimidazol-2-yl)-1H-pyrazol-4-ylamine (150 mg, 0.75 mmol) and 2-fluoropyridine (0.26 ml, 3.0 mmol) was heated in the microwave at 150° C. and 100 W for 15 min. Petroleum ether was added and the solid formed collected by filtration. Recrystallisation from methanol gave [3-(1H-benzimidazol-2-yl)-1H-pyrazol-4-yl]-pyridin-2-yl-amine (12 mg). (LC/MS: Rt 0.91, [M+H]+ 277.00). The reactants are 2C, C1(CC1)CCN1C(C(C2=CC=CC=C12)(C1=CC2=C(OCO2)C=C1O)O)=O (1-(2-cyclopropylethyl)-3-hydroxy-3-(6-hydroxy-1,3-benzodioxol-5-yl)-1,3-dihydro-2H-indol-2-one), ClC1=CC(=C(C=C1)C1(C(N(C2=CC=CC=C12)CC(=O)OC)=O)O)O (methyl [3-(4-chloro-2-hydroxyphenyl)-3-hydroxy-2-oxo-2,3-dihydro-1H-indol-1-yl]acetate). Procedure: Following the procedure as described in PREPARATION 2C, and making non-critical variations to replace 1-(2-cyclopropylethyl)-3-hydroxy-3-(6-hydroxy-1,3-benzodioxol-5-yl)-1,3-dihydro-2H-indol-2-one with methyl [3-(4-chloro-2-hydroxyphenyl)-3-hydroxy-2-oxo-2,3-dihydro-1H-indol-1-yl]acetate, the title compound was obtained (83%) as a semi-solid; 1H NMR (300 MHz, CDCl3) δ 7.36 (t, 1H), 7.29 (bd, 1H), 7.18 (t, 1H), 6.95 (br, 1H), 6.86-6.78 (m, 3H), 5.13 (br, 1H), 4.55 (d, 1H), 4.45 (d, 1H), 3.75 (s, ... Yields the product ClC1=CC(=C(C=C1)C1C(N(C2=CC=CC=C12)CC(=O)OC)=O)O (methyl [3-(4-chloro-2-hydroxyphenyl)-2-oxo-2,3-dihydro-1H-indol-1-yl]acetate). RXN SMILES: C1(CCN2C3C(=CC=CC=3)C(O)(C3C(O)=CC4OCOC=4C=3)C2=O)CC1.[Cl:27][C:28]1[CH:33]=[CH:32][C:31]([C:34]2(O)[C:42]3[C:37](=[CH:38][CH:39]=[CH:40][CH:41]=3)[N:36]([CH2:43][C:44]([O:46][CH3:47])=[O:45])[C:35]2=[O:48])=[C:30]([OH:50])[CH:29]=1>>[Cl:27][C:28]1[CH:33]=[CH:32][C:31]([CH:34]2[C:42]3[C:37](=[CH:38][CH:39]=[CH:40][CH:41]=3)[N:36]([CH2:43][C:44]([O:46][CH3:47])=[O:45])[C:35]2=[O:48])=[C:30]([OH:50])[CH:29]=1. Reactants: ClC1=NNC(C2=CC=CC=C12)=O (4-Chlorophthalazin-1-one), C(C1=CC=CC=C1)N1CCNCC1 (1-benzylpiperazine). The product is C(C1=CC=CC=C1)N1CCN(CC1)C1=NNC(C2=CC=CC=C12)=O (4-(4-benzylpiperazin-1-yl)phthalazin-1(2H)-one). RXN SMILES: Cl[C:2]1[C:11]2[C:6](=[CH:7][CH:8]=[CH:9][CH:10]=2)[C:5](=[O:12])[NH:4][N:3]=1.[CH2:13]([N:20]1[CH2:25][CH2:24][NH:23][CH2:22][CH2:21]1)[C:14]1[CH:19]=[CH:18][CH:17]=[CH:16][CH:15]=1>>[CH2:13]([N:20]1[CH2:25][CH2:24][N:23]([C:2]2[C:11]3[C:6](=[CH:7][CH:8]=[CH:9][CH:10]=3)[C:5](=[O:12])[NH:4][N:3]=2)[CH2:22][CH2:21]1)[C:14]1[CH:15]=[CH:16][CH:17]=[CH:18][CH:19]=1. Procedure details: 4-Chlorophthalazin-1-one and 1-benzylpiperazine were processed using a method similar to that described in Example 1A to afford the title compound. MS (APCI+) M/Z 321 (M+H)+. The reactants are CNCC1CCN(C(=O)OC(C)(C)C)CC1, ClCCl, O=Cc1ccnc(-c2ccncc2)n1. Product: CN(Cc1ccnc(-c2ccncc2)n1)CC1CCN(C(=O)OC(C)(C)C)CC1. Reaction SMILES: [C:1]([CH3:2])([CH3:3])([CH3:4])[O:5][C:6](=[O:7])[N:8]1[CH2:9][CH2:10][CH:11]([CH2:14][NH:15][CH3:16])[CH2:12][CH2:13]1.[Cl:31][CH2:32][Cl:33].[n:17]1[cH:18][cH:19][c:20](-[c:23]2[n:24][cH:25][cH:26][c:27]([CH:29]=[O:30])[n:28]2)[cH:21][cH:22]1>>[C:1]([CH3:2])([CH3:3])([CH3:4])[O:5][C:6](=[O:7])[N:8]1[CH2:9][CH2:10][CH:11]([CH2:14][N:15]([CH3:16])[CH2:29][c:27]2[cH:26][cH:25][n:24][c:23](-[c:20]3[cH:19][cH:18][n:17][cH:22][cH:21]3)[n:28]2)[CH2:12][CH2:13]1. Reactants: COC1=NC=CC(=C1)C(=O)NC(\C=C/C(=O)O)=O ((Z)-4-(2-methoxypyridine-4-carboamido)-4-oxobut-2-enoic acid), O=P(Cl)(Cl)Cl (POCl3), NNC(=NC1=C(C=CC=C1)Cl)C1=NC=C(C=C1)Cl (N-amino-5-chloro-N′-(2-chlorophenyl)pyridine-2-carboxamidine), C(=O)([O-])[O-].[K+].[K+] (K2CO3). Solvent: CC#N (CH3CN), CC#N (CH3CN). Yields the product ClC=1C=CC(=NC1)C1=NN=C(N1C1=C(C=CC=C1)Cl)\C=C\C=1OC(=NN1)C1=CC(=NC=C1)OC (5-chloro-2-(4-(2-chlorophenyl)-5-((E)-2-(5-(2-methoxypyridin-4-yl)-1,3,4-oxadiazol-2-yl)vinyl)-4H-1,2,4-triazol-3-yl)pyridine). As a reaction SMILES: [CH3:1][O:2][C:3]1[CH:8]=[C:7]([C:9]([NH:11]C(=O)/C=C\C(O)=O)=[O:10])[CH:6]=[CH:5][N:4]=1.O=P(Cl)(Cl)Cl.[NH2:24][NH:25][C:26]([C:35]1[CH:40]=[CH:39][C:38]([Cl:41])=[CH:37][N:36]=1)=[N:27][C:28]1[CH:33]=[CH:32][CH:31]=[CH:30][C:29]=1[Cl:34].C([O-])([O-])=O.[K+].[K+]>CC#N>[Cl:41][C:38]1[CH:39]=[CH:40][C:35]([C:26]2[N:27]([C:28]3[CH:33]=[CH:32][CH:31]=[CH:30][C:29]=3[Cl:34])[C:6](/[CH:7]=[CH:8]/[C:3]3[O:10][C:9]([C:7]4[CH:6]=[CH:5][N:4]=[C:3]([O:2][CH3:1])[CH:8]=4)=[N:11][N:4]=3)=[N:24][N:25]=2)=[N:36][CH:37]=1 |f:3.4.5|. Procedure details: To a suspension of (Z)-4-(2-methoxypyridine-4-carboamido)-4-oxobut-2-enoic acid 4 (0.2 g, 0.75 mmol) in CH3CN was added POCl3 (0.37 g, 2.4 mmol). The mixture was stirred under reflux for 16 hours, cooled to ambient temperature and concentrated under reduced pressure. The residue was dissolved in CH3CN, treated with a solution of N-amino-5-chloro-N′-(2-chlorophenyl)pyridine-2-carboxamidine 8 (0.38 g, 1.2 mmol) in CH3CN and K2CO3 (0.38 g, 1.2 mmol). The mixture was stirred at ambient temperature f...